From a dataset of the Open Reaction Database (ORD), a public repository of structured organic reaction records. describe an organic reaction: reactants, conditions, products, and yield The reactants are C(C)(C)N(CC)C(C)C (Diisopropylethylamine), C(C)(C)(C)OC(=O)C1=CC=C(C=C1)C(C(=O)O)(C1=CC=CC=C1)O ((4-tert-butoxycarbonylphenyl)(hydroxy)phenylacetic acid), C(C)(C)(C)OC(=O)NCC1=C(CNC([C@H]2NCCC2)=O)C=C(C=C1)Cl (L-prolin-N-(2-(tert-butyloxycarbonylaminomethyl)-5-chlorobenzyl)amide), C1=CC=C2C(=C1)N=NN2O.O (HOBT hydrate), C(CCl)Cl (EDC). The solvent is CN(C)C=O (DMF). Reaction conditions: time 2 day. Yields the product C(C)(C)(C)OC(=O)C1=CC=C(C=C1)C(C(=O)N1[C@H](C(=O)NCC2=C(C=CC(=C2)Cl)CNC(=O)OC(C)(C)C)CCC1)(C1=CC=CC=C1)O (1-(2-(4-tert-butyloxycarbonylphenyl)-2-hydroxy-2-phenylethanoyl)-N-(2-tert-butyloxycarbonylaminomethyl-5-chlorobenzyl)-L-prolinamide). RXN SMILES: [C:1]([O:5][C:6]([C:8]1[CH:13]=[CH:12][C:11]([C:14]([OH:24])([C:18]2[CH:23]=[CH:22][CH:21]=[CH:20][CH:19]=2)[C:15](O)=[O:16])=[CH:10][CH:9]=1)=[O:7])([CH3:4])([CH3:3])[CH3:2].[C:25]([O:29][C:30]([NH:32][CH2:33][C:34]1[CH:48]=[CH:47][C:46]([Cl:49])=[CH:45][C:35]=1[CH2:36][NH:37][C:38](=[O:44])[C@@H:39]1[CH2:43][CH2:42][CH2:41][NH:40]1)=[O:31])([CH3:28])([CH3:27])[CH3:26].C1C=C2N=NN(O)C2=CC=1.O.C(Cl)CCl.C(N(C(C)C)CC)(C)C>CN(C=O)C>[C:1]([O:5][C:6]([C:8]1[CH:13]=[CH:12][C:11]([C:14]([OH:24])([C:18]2[CH:19]=[CH:20][CH:21]=[CH:22][CH:23]=2)[C:15]([N:40]2[CH2:41][CH2:42][CH2:43][C@H:39]2[C:38]([NH:37][CH2:36][C:35]2[CH:45]=[C:46]([Cl:49])[CH:47]=[CH:48][C:34]=2[CH2:33][NH:32][C:30]([O:29][C:25]([CH3:28])([CH3:26])[CH3:27])=[O:31])=[O:44])=[O:16])=[CH:10][CH:9]=1)=[O:7])([CH3:4])([CH3:2])[CH3:3] |f:2.3|. Reported procedure: To a stirred solution of (4-tert-butoxycarbonylphenyl)(hydroxy)phenylacetic acid from the previous step (0.030 g, 0.09 mmol, HPLC RT=2.53 min), L-prolin-N-(2-(tert-butyloxycarbonylaminomethyl)-5-chlorobenzyl)amide (0.037 g, 0.1 mmol) and HOBT hydrate (0.015 g, 0.1 mmol) in DMF (1 mL) was added EDC (0.021 g, 0.1 mmol). Diisopropylethylamine was then added in portions (˜0.06 mL total) to bring the pH of the solution to 6-7 as measured on wetted E. Merck pH indicator strips. The mixture was stirred... Starting materials: CSC1=NN=C(C(N1)=O)CC=1C=NC=CC1 (3-Methylthio-6-(3-pyridylmethyl)-1,2,4-triazin-5-one), CC1=C(N=CN1)CSCCN (2-(5-methyl-4-imidazolylmethylthio)ethylamine). Product: CC1=C(N=CN1)CSCCNC1=NN=C(C(N1)=O)CC=1C=NC=CC1 (3-[2-(5-Methyl-4-imidazolylmethylthio)ethylamino]-6-(3-pyridylmethyl)-1,2,4-triazin-5-one). The yield is 70.9%. Reaction SMILES: CS[C:3]1[NH:8][C:7](=[O:9])[C:6]([CH2:10][C:11]2[CH:12]=[N:13][CH:14]=[CH:15][CH:16]=2)=[N:5][N:4]=1.[CH3:17][C:18]1[NH:22][CH:21]=[N:20][C:19]=1[CH2:23][S:24][CH2:25][CH2:26][NH2:27]>>[CH3:17][C:18]1[NH:22][CH:21]=[N:20][C:19]=1[CH2:23][S:24][CH2:25][CH2:26][NH:27][C:3]1[NH:8][C:7](=[O:9])[C:6]([CH2:10][C:11]2[CH:12]=[N:13][CH:14]=[CH:15][CH:16]=2)=[N:5][N:4]=1. Procedure details: 3-Methylthio-6-(3-pyridylmethyl)-1,2,4-triazin-5-one (2.34 g) and 2-(5-methyl-4-imidazolylmethylthio)ethylamine (1.88 g) were heated together on anoil bath (160°-70°). The cooled mixture was triturated with boiling methanol and the solid was recrystallised from dimethylformamide to give the title compound as a colourless solid (2.53 g) m.p. 232°14 233°. The reactants are B(Br)(Br)Br (boron tribromide), CC(C)N1C(N(C(C1)=O)C1=C(C=C(C=C1)OC)F)=O (1-(1-methylethyl)-3-(2-fluoro-4-methoxyphenyl)imidazolidin-2,4-dione). Run in C(Cl)Cl (methylene chloride), C(Cl)Cl (methylene chloride). Conditions: time 17 hour. The product is CC(C)N1C(N(C(C1)=O)C1=C(C=C(C=C1)O)F)=O (1-(1-methylethyl)-3-(2-fluoro-4-hydroxyphenyl)imidazolidin-2,4-dione). Yield: 61.9%. As a reaction SMILES: B(Br)(Br)Br.[CH3:5][CH:6]([N:8]1[CH2:12][C:11](=[O:13])[N:10]([C:14]2[CH:19]=[CH:18][C:17]([O:20]C)=[CH:16][C:15]=2[F:22])[C:9]1=[O:23])[CH3:7]>C(Cl)Cl>[CH3:7][CH:6]([N:8]1[CH2:12][C:11](=[O:13])[N:10]([C:14]2[CH:19]=[CH:18][C:17]([OH:20])=[CH:16][C:15]=2[F:22])[C:9]1=[O:23])[CH3:5]. Procedure: A 1M methylene chloride solution of boron tribromide (41.6 ml, 0.0416 mole) was cooled to -20° C. While this temperature was maintained, a solution of 5.55 g (0.0208 mole) of 1-(1-methylethyl)-3-(2-fluoro-4-methoxyphenyl)imidazolidin-2,4-dione in 25 mL of methylene chloride was added to the reaction during an eight minute period. The reaction mixture was allowed to warm to room temperature, where it was stirred for approximately 17 hours. At the end of this time the reaction was poured over ice,... Reactants: ClCCl, COc1cc2ncnc(Cl)c2cc1O, CC(C)(C)OC(=O)N1CCC(O)CC1, c1ccc(P(c2ccccc2)c2ccccc2)cc1. The product is COc1cc2ncnc(Cl)c2cc1OC1CCN(C(=O)OC(C)(C)C)CC1. RXN SMILES: [CH2:48]([Cl:49])[Cl:50].[Cl:1][c:2]1[n:3][cH:4][n:5][c:6]2[cH:7][c:8]([O:13][CH3:14])[c:9]([OH:12])[cH:10][c:11]12.[OH:15][CH:16]1[CH2:17][CH2:18][N:19]([C:22](=[O:23])[O:24][C:25]([CH3:26])([CH3:27])[CH3:28])[CH2:20][CH2:21]1.[c:29]1([P:30]([c:31]2[cH:32][cH:33][cH:34][cH:35][cH:36]2)[c:37]2[cH:38][cH:39][cH:40][cH:41][cH:42]2)[cH:43][cH:44][cH:45][cH:46][cH:47]1>>[Cl:1][c:2]1[n:3][cH:4][n:5][c:6]2[cH:7][c:8]([O:13][CH3:14])[c:9]([O:12][CH:16]3[CH2:17][CH2:18][N:19]([C:22](=[O:23])[O:24][C:25]([CH3:26])([CH3:27])[CH3:28])[CH2:20][CH2:21]3)[cH:10][c:11]12. The reactants are C(CCC)[Li] (n-butyllithium), CON1CCC(CC1)(C(=O)Cl)SCC1=CC=C(C=C1)OC (1-methoxy-4-(4-methoxybenzylsulfanyl)-piperidine-4-carbonyl chloride), COC(CC1=C(C=C(C=C1C)C)C)=O ((2,4,6-trimethyl-phenyl)-acetic acid methyl ester). Solvent: O1CCCC1 (tetrahydrofuran), C(C)(C)NC(C)C (diisopropylamine), O1CCCC1 (tetrahydrofuran). Reaction conditions: temperature -5 celsius, time 1 hour. Product: COC(C(C(=O)C1(CCN(CC1)OC)SCC1=CC=C(C=C1)OC)C1=C(C=C(C=C1C)C)C)=O (3-[1-methoxy-4-(4-methoxy-benzylsulfanyl)-piperidin-4-yl]-3-oxo-2-(2,4,6-trimethylphenyl)-propionic acid methyl ester). Reaction SMILES: C([Li])CCC.[CH3:6][O:7][C:8](=[O:19])[CH2:9][C:10]1[C:15]([CH3:16])=[CH:14][C:13]([CH3:17])=[CH:12][C:11]=1[CH3:18].[CH3:20][O:21][N:22]1[CH2:27][CH2:26][C:25]([S:31][CH2:32][C:33]2[CH:38]=[CH:37][C:36]([O:39][CH3:40])=[CH:35][CH:34]=2)([C:28](Cl)=[O:29])[CH2:24][CH2:23]1>C(NC(C)C)(C)C.O1CCCC1>[CH3:6][O:7][C:8](=[O:19])[CH:9]([C:10]1[C:11]([CH3:18])=[CH:12][C:13]([CH3:17])=[CH:14][C:15]=1[CH3:16])[C:28]([C:25]1([S:31][CH2:32][C:33]2[CH:34]=[CH:35][C:36]([O:39][CH3:40])=[CH:37][CH:38]=2)[CH2:24][CH2:23][N:22]([O:21][CH3:20])[CH2:27][CH2:26]1)=[O:29]. Reported procedure: In a separate flask, 512 mg diisopropylamine was dissolved in 15 ml tetrahydrofuran, cooled to −5° C., and 2.86 ml n-butyllithium (1.6M in hexane) was added, then stirred at 0° C. for 1 hour. Then 864 mg (2,4,6-trimethyl-phenyl)-acetic acid methyl ester was added, and the mixture stirred for additional 30 minutes at 0° C. The crude 1-methoxy-4-(4-methoxybenzylsulfanyl)-piperidine-4-carbonyl chloride was dissolved in 5 ml tetrahydrofuran and added to the reaction mixture, which was then allowed t... Starting materials: O=C([O-])[O-], CCCc1cc(CC(C)(Oc2ccccc2)C(=O)OCC)ccc1O, [Cs+], [Cs+], CN(C)C=O, Cc1ccc(S(=O)(=O)OCCc2nc(-c3ccccc3)oc2C)cc1. Yields the product CCCc1cc(CC(C)(Oc2ccccc2)C(=O)OCC)ccc1OCCc1nc(-c2ccccc2)oc1C. RXN SMILES: [C:26](=[O:27])([O-:28])[O-:29].[CH2:1]([CH3:2])[O:3][C:4]([C:5]([CH2:6][c:7]1[cH:8][c:9]([CH2:14][CH2:15][CH3:16])[c:10]([OH:13])[cH:11][cH:12]1)([O:17][c:18]1[cH:19][cH:20][cH:21][cH:22][cH:23]1)[CH3:24])=[O:25].[Cs+:30].[Cs+:31].[O:57]=[CH:58][N:59]([CH3:60])[CH3:61].[c:32]1(-[c:38]2[o:39][c:40]([CH3:56])[c:41]([CH2:43][CH2:44][O:45][S:46]([c:47]3[cH:48][cH:49][c:50]([CH3:51])[cH:52][cH:53]3)(=[O:54])=[O:55])[n:42]2)[cH:33][cH:34][cH:35][cH:36][cH:37]1>>[CH2:1]([CH3:2])[O:3][C:4]([C:5]([CH2:6][c:7]1[cH:8][c:9]([CH2:14][CH2:15][CH3:16])[c:10]([O:13][CH2:44][CH2:43][c:41]2[c:40]([CH3:56])[o:39][c:38](-[c:32]3[cH:33][cH:34][cH:35][cH:36][cH:37]3)[n:42]2)[cH:11][cH:12]1)([O:17][c:18]1[cH:19][cH:20][cH:21][cH:22][cH:23]1)[CH3:24])=[O:25]. RXN SMILES: [Br:1][C:2]1[CH:7]=[CH:6][C:5]([CH2:8][N:9]2[C:14]3[CH:15]=[CH:16][CH:17]=[CH:18][C:13]=3[S:12][CH:11]([CH2:19][C:20]([O:22][CH2:23][CH3:24])=[O:21])[C:10]2=O)=[C:4]([F:26])[CH:3]=1.P12(SP3(SP(SP(S3)(S1)=S)(=S)S2)=S)=[S:28]>C1(C)C=CC=CC=1>[Br:1][C:2]1[CH:7]=[CH:6][C:5]([CH2:8][N:9]2[C:14]3[CH:15]=[CH:16][CH:17]=[CH:18][C:13]=3[S:12][CH:11]([CH2:19][C:20]([O:22][CH2:23][CH3:24])=[O:21])[C:10]2=[S:28])=[C:4]([F:26])[CH:3]=1. Reactants: BrC1=CC(=C(C=C1)CN1C(C(SC2=C1C=CC=C2)CC(=O)OCC)=O)F (ethyl 2-[4-(4-bromo-2-fluorophenylmethyl)-3,4-dihydro-3-oxo-2H-1,4-benzothiazin-2-yl]acetate), P12(=S)SP3(=S)SP(=S)(S1)SP(=S)(S2)S3 (phosphorus pentasulfide). Run in C1(=CC=CC=C1)C (toluene). The yield is 110.5%. Procedure: To 4 ml of toluene was added 440 mg of the compound of Example 20 and 310 mg of phosphorus pentasulfide. After the mixture was heated to reflux for 6 hours, the solvent was distilled off. Methylene chloride was added to the mixture, and the insoluble substance was filtered off and the solvent was distilled off. Then the residue was purified by silica gel chromatography to give 350 mg of ethyl 2-[4-(4-bromo-2-fluorophenylmethyl)-3,4-dihydro-3-thioxo-2H-1,4-benzothiazin-2-yl]acetate. The structura... Yields the product BrC1=CC(=C(C=C1)CN1C(C(SC2=C1C=CC=C2)CC(=O)OCC)=S)F (ethyl 2-[4-(4-bromo-2-fluorophenylmethyl)-3,4-dihydro-3-thioxo-2H-1,4-benzothiazin-2-yl]acetate). The reactants are BrC=1C=C(C=C(C1)S(F)(F)(F)(F)F)C(C)=O (1-[3-Bromo-5-(pentafluorosulfanyl)phenyl]ethanone), BrBr (bromine), BrBr (bromine), solution, BrBr (bromine), BrBr (bromine). The solvent is C(C)(=O)O (acetic acid), C(C)(=O)O (acetic acid), C1(=CC=CC=C1)C (toluene). Run at time 30 minute. Product: BrCC(=O)C1=CC(=CC(=C1)S(F)(F)(F)(F)F)Br (2-Bromo-1-[3-bromo-5-(pentafluorosulfanyl)phenyl]ethanone). Reaction SMILES: [Br:1][C:2]1[CH:3]=[C:4]([C:14](=[O:16])[CH3:15])[CH:5]=[C:6]([S:8]([F:13])([F:12])([F:11])([F:10])[F:9])[CH:7]=1.[Br:17]Br>C(O)(=O)C.C1(C)C=CC=CC=1>[Br:17][CH2:15][C:14]([C:4]1[CH:5]=[C:6]([S:8]([F:13])([F:9])([F:10])([F:11])[F:12])[CH:7]=[C:2]([Br:1])[CH:3]=1)=[O:16]. Procedure: 1-[3-Bromo-5-(pentafluorosulfanyl)phenyl]ethanone (50 mg) was initially charged dissolved in glacial acetic acid (3 ml), and bromine (50 μl of a solution of 475 mg of bromine in 1 ml of glacial acetic acid) was slowly added dropwise. After stirring at RT for 30 min, the mixture was heated to 60° C. for 3 h and then a further 15 μl of the bromine solution were added. After 2 h, the mixture was left to stand overnight, then heated again to 60° C., and a further 10 μl of the bromine solution were a... The reactants are ClC1=C(C#N)C(=CC(=N1)NC1=NNC(=C1)C)C (2-chloro-6-(5-methyl-1H-pyrazol-3-ylamino)-4-methylnicotinonitrile), O(C1=CC=CC=C1)CCN (2-phenoxyethylamine), C(O)([O-])=O.[Na+] (sodium hydrogencarbonate), CS(=O)C (DMSO). The solvent is O (water). Run at temperature 100 celsius, time 27 hour. Product: O(C1=CC=CC=C1)CCNC1=C(C#N)C(=CC(=N1)NC1=NNC(=C1)C)C (2-(2-phenoxyethylamino)-6-(5-methyl-1H-pyrazol-3-ylamino)-4-methylnicotinonitrile). Reaction SMILES: Cl[C:2]1[N:9]=[C:8]([NH:10][C:11]2[CH:15]=[C:14]([CH3:16])[NH:13][N:12]=2)[CH:7]=[C:6]([CH3:17])[C:3]=1[C:4]#[N:5].[O:18]([CH2:25][CH2:26][NH2:27])[C:19]1[CH:24]=[CH:23][CH:22]=[CH:21][CH:20]=1.C(=O)([O-])O.[Na+].CS(C)=O>O>[O:18]([CH2:25][CH2:26][NH:27][C:2]1[N:9]=[C:8]([NH:10][C:11]2[CH:15]=[C:14]([CH3:16])[NH:13][N:12]=2)[CH:7]=[C:6]([CH3:17])[C:3]=1[C:4]#[N:5])[C:19]1[CH:24]=[CH:23][CH:22]=[CH:21][CH:20]=1 |f:2.3|. Procedure: Compound A (400 mg, 1, 63 mmol), 2-phenoxyethylamine (638 μl) and sodium hydrogencarbonate (1.37 g) were added to DMSO (12 ml), and the mixture was stirred at 100° C. for 27 hr. After stirring, the reaction mixture was added to cold water, and the mixture was extracted with ethyl acetate. The organic layer was washed with saturated brine, and concentrated, and the residue was washed by suspending in ethyl acetate to give the object compound of 2-(2-phenoxyethylamino)-6-(5-methyl-1H-pyrazol-3-yla...